Dataset: the Open Reaction Database (ORD), a public repository of structured organic reaction records. Task: describe an organic reaction: reactants, conditions, products, and yield The reactants are O=C1CCC(=O)N1Br, O=C(OOC(=O)c1ccccc1)c1ccccc1, Cc1cc(C(Cl)=C(Cl)Cl)cc(C(Cl)=C(Cl)Cl)c1, c1ccccc1. Product: ClC(Cl)=C(Cl)c1cc(CBr)cc(C(Cl)=C(Cl)Cl)c1. As a reaction SMILES: [Br:36][N:37]1[C:38](=[O:39])[CH2:40][CH2:41][C:42]1=[O:43].[C:18]([O:19][O:20][C:21](=[O:22])[c:23]1[cH:24][cH:25][cH:26][cH:27][cH:28]1)(=[O:29])[c:30]1[cH:31][cH:32][cH:33][cH:34][cH:35]1.[Cl:1][C:2](=[C:3]([Cl:4])[Cl:5])[c:6]1[cH:7][c:8]([CH3:17])[cH:9][c:10]([C:12](=[C:13]([Cl:14])[Cl:15])[Cl:16])[cH:11]1.[cH:44]1[cH:45][cH:46][cH:47][cH:48][cH:49]1>>[Cl:1][C:2](=[C:3]([Cl:4])[Cl:5])[c:6]1[cH:7][c:8]([CH2:17][Br:36])[cH:9][c:10]([C:12](=[C:13]([Cl:14])[Cl:15])[Cl:16])[cH:11]1. The reactants are Cl.C(C)(C)OCCN(C(CCl)=O)C1=CC=C(C(=O)N2CCN(CC2)CCC2=CC=C(C=C2)Cl)C=C1 (1-{4-[N-(2-isopropoxyethyl)-N-chloroacetylamino]-benzoyl}-4-[2-(4-chlorophenyl)-ethyl]-piperazine hydrochloride), SCCCC(=O)O (4-mercaptobutyric acid). The product is C(C)(C)OCCN(C(CSCCCC(=O)O)=O)C1=CC=C(C(=O)N2CCN(CC2)CCC2=CC=C(C=C2)Cl)C=C1 (1-{4-[N-(2-isopropoxyethyl)-N-(3-carboxy-propylmercapto-acetyl)-amino]-benzoyl}-4-[2-(4-chlorophenyl)-ethyl]-piperazine). RXN SMILES: Cl.[CH:2]([O:5][CH2:6][CH2:7][N:8]([C:13]1[CH:35]=[CH:34][C:16]([C:17]([N:19]2[CH2:24][CH2:23][N:22]([CH2:25][CH2:26][C:27]3[CH:32]=[CH:31][C:30]([Cl:33])=[CH:29][CH:28]=3)[CH2:21][CH2:20]2)=[O:18])=[CH:15][CH:14]=1)[C:9](=[O:12])[CH2:10]Cl)([CH3:4])[CH3:3].[SH:36][CH2:37][CH2:38][CH2:39][C:40]([OH:42])=[O:41]>>[CH:2]([O:5][CH2:6][CH2:7][N:8]([C:13]1[CH:35]=[CH:34][C:16]([C:17]([N:19]2[CH2:20][CH2:21][N:22]([CH2:25][CH2:26][C:27]3[CH:28]=[CH:29][C:30]([Cl:33])=[CH:31][CH:32]=3)[CH2:23][CH2:24]2)=[O:18])=[CH:15][CH:14]=1)[C:9](=[O:12])[CH2:10][S:36][CH2:37][CH2:38][CH2:39][C:40]([OH:42])=[O:41])([CH3:3])[CH3:4] |f:0.1|. Procedure details: Analogously to Example 1, 1-{4-[N-(2-isopropoxyethyl)-N-chloroacetylamino]-benzoyl}-4-[2-(4-chlorophenyl)-ethyl]-piperazine hydrochloride is reacted with 4-mercaptobutyric acid, yielding 1-{4-[N-(2-isopropoxyethyl)-N-(3-carboxy-propylmercapto-acetyl)-amino]-benzoyl}-4-[2-(4-chlorophenyl)-ethyl]-piperazine. Starting materials: C(=O)([O-])[O-].[K+].[K+] (K2CO3), OC1=CC=CC=2NC3=CC=CC=C3C12 (4-Hydroxycarbazole), C(Cl)[C@H]1CO1 ((R)-(−)-epichlorohydrin). The solvent is CC(C)O (IPA). Run at temperature 85 celsius. Yields the product O1[C@H](COC2=CC=CC=3NC4=CC=CC=C4C23)C1 ((S)-(−)-4-(2,3-epoxypropoxy)carbazole). Yield: 52.7%. Reaction SMILES: [OH:1][C:2]1[C:14]2[C:13]3[C:8](=[CH:9][CH:10]=[CH:11][CH:12]=3)[NH:7][C:6]=2[CH:5]=[CH:4][CH:3]=1.C([O-])([O-])=O.[K+].[K+].[CH2:21]([C@@H:23]1[O:25][CH2:24]1)Cl>CC(O)C>[O:25]1[CH2:24][C@H:23]1[CH2:21][O:1][C:2]1[C:14]2[C:13]3[C:8](=[CH:9][CH:10]=[CH:11][CH:12]=3)[NH:7][C:6]=2[CH:5]=[CH:4][CH:3]=1 |f:1.2.3|. Reported procedure: To a solution of 4-Hydroxycarbazole (10.98 g, 0.06 mole) dissolved in IPA (60 mL) was added K2CO3 (20.73 g, 0.15 mole), followed by (R)-(−)-epichlorohydrin (7 ml, 0.09 mole) and the reaction mixture was slowly heated to 80-90° C. and then refluxed for 5 hours. Subsequently the reaction mixture was cooled to room temperature, worked up and purified following the procedure similar to one described in step I for the synthesis of example 23, to afford the desired compound as a light brown colored so... The reactants are COC([C@H](O)C1=CC=CC=C1)=O ((R)-(−)-mandelic acid methyl ester), C1(CCCCC1)N=C=NC1CCCCC1 (N,N′-dicyclohexylcarbodiimide), C\C(=C/CC(=O)O)\CC\C=C(\CCC=C(C)C)/C ((E,E)-4,8,12-trimethyl-trideca-3,7,11-trienoic acid), CO (MeOH). Reagents/catalysts: CN(C1=CC=NC=C1)C (4-dimethylaminopyridine). Solvent: C(C)(C)(C)OC (methyl tert-butyl ether). Reaction conditions: temperature 28 celsius, time 15 minute. Yields the product COC(=O)[C@@H](C1=CC=CC=C1)OC(C\C=C(\CC\C=C(\CCC=C(C)C)/C)/C)=O ((E,E)-4,8,12-trimethyl-trideca-3,7,11-trienoic acid (R)-methoxycarbonyl-phenyl-methyl ester). Yield: 97.9%. RXN SMILES: [CH3:1]/[C:2](/[CH2:8][CH2:9]/[CH:10]=[C:11](\[CH3:18])/[CH2:12][CH2:13][CH:14]=[C:15]([CH3:17])[CH3:16])=[CH:3]\[CH2:4][C:5]([OH:7])=[O:6].[CH3:19][O:20][C:21](=[O:30])[C@@H:22]([C:24]1[CH:29]=[CH:28][CH:27]=[CH:26][CH:25]=1)O.CO.C1(N=C=NC2CCCCC2)CCCCC1>C(OC)(C)(C)C.CN(C)C1C=CN=CC=1>[CH3:19][O:20][C:21]([C@H:22]([O:6][C:5](=[O:7])[CH2:4]/[CH:3]=[C:2](\[CH3:1])/[CH2:8][CH2:9]/[CH:10]=[C:11](\[CH3:18])/[CH2:12][CH2:13][CH:14]=[C:15]([CH3:17])[CH3:16])[C:24]1[CH:29]=[CH:28][CH:27]=[CH:26][CH:25]=1)=[O:30]. Reported procedure: To a solution of 12.5 g (50 mmol) (E,E)-4,8,12-trimethyl-trideca-3,7,11-trienoic acid (isomeric purity of 95%) [K. Ishihara et al., J. Am. Chem. Soc. 2002, 124, 3647-3655] in 100 ml methyl tert-butyl ether (MTBE) were added at r.t. 8.35 g (50 mmol) (R)-(−)-mandelic acid methyl ester, [α]D=−147.3 (c=1.0, MeOH), and 1.5 g 4-dimethylaminopyridine (DMAP). After stirring for 15 min at 28° C., 10.5 g (51 mmol) N,N′-dicyclohexylcarbodiimide (DCC) were added, during which the temperature raised to 35° C... The reactants are O=C(c1ccccc1)N1CCc2c([nH]c3ccccc23)C1, ClCc1ccc(OCc2ccccc2)cc1, [H-], [Na+], CN(C)C=O, O. Product: O=C(c1ccccc1)N1CCc2c(n(Cc3ccc(OCc4ccccc4)cc3)c3ccccc23)C1. As a reaction SMILES: [C:1]([c:2]1[cH:3][cH:4][cH:5][cH:6][cH:7]1)(=[O:8])[N:9]1[CH2:10][c:11]2[nH:12][c:13]3[cH:14][cH:15][cH:16][cH:17][c:18]3[c:19]2[CH2:20][CH2:21]1.[CH2:24]([c:25]1[cH:26][cH:27][cH:28][cH:29][cH:30]1)[O:31][c:32]1[cH:33][cH:34][c:35]([CH2:36][Cl:37])[cH:38][cH:39]1.[H-:23].[Na+:22].[O:41]=[CH:42][N:43]([CH3:44])[CH3:45].[OH2:40]>>[C:1]([c:2]1[cH:3][cH:4][cH:5][cH:6][cH:7]1)(=[O:8])[N:9]1[CH2:10][c:11]2[n:12]([CH2:36][c:35]3[cH:34][cH:33][c:32]([O:31][CH2:24][c:25]4[cH:26][cH:27][cH:28][cH:29][cH:30]4)[cH:39][cH:38]3)[c:13]3[cH:14][cH:15][cH:16][cH:17][c:18]3[c:19]2[CH2:20][CH2:21]1.